Dataset: the Open Reaction Database (ORD), a public repository of structured organic reaction records. Task: describe an organic reaction: reactants, conditions, products, and yield Reactants: C(C)(=O)OCC (Ethyl acetate), FC(OC[C@H](C)OC=1C=C(C(=O)NC2=NC=C(N=C2)C)C=C(C1)O)F (3-[(2S)-1-(difluoromethoxy)propan-2-yl]oxy-5-hydroxy-N-(5-methylpyrazin-2-yl)benzamide), BrC=1C=CC(=NC1)S(=O)(=O)C (5-bromo-2-methylsulfonyl-pyridine), C([O-])([O-])=O.[Cs+].[Cs+] (cesium carbonate). The reagents and catalysts are C1=CC=C(C=C1)P(C2=CC=CC=C2)C3=CC=CC=C3.C1=CC=C(C=C1)P(C2=CC=CC=C2)C3=CC=CC=C3.C1=CC=C(C=C1)P(C2=CC=CC=C2)C3=CC=CC=C3.[Cu]Br (bromotris(triphenylphosphine)copper(I)). Run in CC(=O)N(C)C (DMA). Product: FC(OC[C@H](C)OC=1C=C(C(=O)NC2=NC=C(N=C2)C)C=C(C1)OC=1C=NC(=CC1)S(=O)(=O)C)F (3-[(2S)-1-(difluoromethoxy)propan-2-yl]oxy-N-(5-methylpyrazin-2-yl)-5-(6-methylsulfonylpyridin-3-yl)oxy-benzamide). RXN SMILES: [F:1][CH:2]([F:25])[O:3][CH2:4][C@@H:5]([O:7][C:8]1[CH:9]=[C:10]([CH:21]=[C:22]([OH:24])[CH:23]=1)[C:11]([NH:13][C:14]1[CH:19]=[N:18][C:17]([CH3:20])=[CH:16][N:15]=1)=[O:12])[CH3:6].Br[C:27]1[CH:28]=[CH:29][C:30]([S:33]([CH3:36])(=[O:35])=[O:34])=[N:31][CH:32]=1.C(=O)([O-])[O-].[Cs+].[Cs+].C(OCC)(=O)C>CC(N(C)C)=O.C1C=CC(P(C2C=CC=CC=2)C2C=CC=CC=2)=CC=1.C1C=CC(P(C2C=CC=CC=2)C2C=CC=CC=2)=CC=1.C1C=CC(P(C2C=CC=CC=2)C2C=CC=CC=2)=CC=1.[Cu]Br>[F:25][CH:2]([F:1])[O:3][CH2:4][C@@H:5]([O:7][C:8]1[CH:9]=[C:10]([CH:21]=[C:22]([O:24][C:27]2[CH:32]=[N:31][C:30]([S:33]([CH3:36])(=[O:35])=[O:34])=[CH:29][CH:28]=2)[CH:23]=1)[C:11]([NH:13][C:14]1[CH:19]=[N:18][C:17]([CH3:20])=[CH:16][N:15]=1)=[O:12])[CH3:6] |f:2.3.4,7.8.9.10|. Reported procedure: A mixture of 3-[(2S)-1-(difluoromethoxy)propan-2-yl]oxy-5-hydroxy-N-(5-methylpyrazin-2-yl)benzamide (190 mg, 0.54 mmol), 5-bromo-2-methylsulfonyl-pyridine (CAS no. 98626-95-0) (140 mg, 0.59 mmol), cesium carbonate (350 mg, 1.08 mmol) and bromotris(triphenylphosphine)copper(I) (101 mg, 0.11 mmol) in DMA (5 mL) was stirred in a microwave reactor at 160° C. for 6 hours. Ethyl acetate (50 mL) was added and the mixture washed with water (50 mL), brine (50 mL), dried (MgSO4) and reduced in vacuo. The ...